This data is from the Open Reaction Database (ORD), a public repository of structured organic reaction records. The task is: describe an organic reaction: reactants, conditions, products, and yield The reactants are S(=O)(=O)(Cl)Cl (Sulphuryl chloride), C(C1=CC=CC=C1)OC(=O)N[C@@H](CCC(N)=O)C(=O)O (N-benzyloxycarbonyl-L-glutamine), CO (methanol). Conditions: time 24 hour. Product: COC([C@@H](NC(=O)OCC1=CC=CC=C1)CCC(N)=O)=O (N-benzyloxycarbonyl-L-glutamine methyl ester). RXN SMILES: S(Cl)(Cl)(=O)=O.[CH2:6]([O:13][C:14]([NH:16][C@H:17]([C:23]([OH:25])=[O:24])[CH2:18][CH2:19][C:20](=[O:22])[NH2:21])=[O:15])[C:7]1[CH:12]=[CH:11][CH:10]=[CH:9][CH:8]=1.[CH3:26]O>>[CH3:26][O:24][C:23](=[O:25])[C@H:17]([CH2:18][CH2:19][C:20](=[O:22])[NH2:21])[NH:16][C:14]([O:13][CH2:6][C:7]1[CH:8]=[CH:9][CH:10]=[CH:11][CH:12]=1)=[O:15]. Procedure details: Sulphuryl chloride (1 g) was added to a stirred mixture of N-benzyloxycarbonyl-L-glutamine (100 g) and methanol (1200 ml) and the mixture was stirred at ambient temperature for 24 hours. The mixture was evaporated to give N-benzyloxycarbonyl-L-glutamine methyl ester (105 g).